This data is from the Open Reaction Database (ORD), a public repository of structured organic reaction records. The task is: describe an organic reaction: reactants, conditions, products, and yield Starting materials: C(#N)C(C)(C)C1=CC=C(N)C=C1 (4-(1-cyano-1-methylethyl)-aniline), COC1=CC=C(C(=O)Cl)C=C1 (4-methoxybenzoic acid chloride). Product: C(#N)C(C)(C)C1=CC=C(C=C1)NC(C1=CC=C(C=C1)OC)=O (N-[4-(1-Cyano-1-methylethyl)-phenyl]-4-methoxybenzamide). Yield: 85.0%. RXN SMILES: [C:1]([C:3]([C:6]1[CH:12]=[CH:11][C:9]([NH2:10])=[CH:8][CH:7]=1)([CH3:5])[CH3:4])#[N:2].[CH3:13][O:14][C:15]1[CH:23]=[CH:22][C:18]([C:19](Cl)=[O:20])=[CH:17][CH:16]=1>>[C:1]([C:3]([C:6]1[CH:7]=[CH:8][C:9]([NH:10][C:19](=[O:20])[C:18]2[CH:22]=[CH:23][C:15]([O:14][CH3:13])=[CH:16][CH:17]=2)=[CH:11][CH:12]=1)([CH3:5])[CH3:4])#[N:2]. Reported procedure: Analogously to Example 25, 4-(1-cyano-1-methylethyl)-aniline is reacted with 4-methoxybenzoic acid chloride to give a yield of 85% of theory of the title compound in the form of beige crystals; m.p. 169°-171° C. A sample thereof is recrystallised from ethanol and then has a melting point of 172°-174° C.